From a dataset of the Open Reaction Database (ORD), a public repository of structured organic reaction records. describe an organic reaction: reactants, conditions, products, and yield Reactants: NC(C)C=1C(=C(C(=C(C1)Cl)C)C1=CC=CC(=N1)C(=O)N(C)C)OC (6-{3-[1-aminoethyl]-5-chloro-2-methoxy-6-methylphenyl}-N,N-dimethylpyridine-2-carboxamide), ClC1=C2N=CN(C2=NC=N1)C1OCCCC1 (6-Chloro-9-(tetrahydro-2H-pyran-2-yl)-9H-purine), COCCO (2-methoxyethanol), CCN(C(C)C)C(C)C (DIPEA). Conditions: temperature 105 celsius. The product is ClC=1C(=C(C(=C(C1)C(C)NC1=C2N=CN(C2=NC=N1)C1OCCCC1)OC)C1=CC=CC(=N1)C(=O)N(C)C)C (6-[3-chloro-6-methoxy-2-methyl-5-(1-{[9-(tetrahydro-2H-pyran-2-yl)-9H-purin-6-yl]amino}ethyl)phenyl]-N,N-dimethylpyridine-2-carboxamide). Reaction SMILES: [NH2:1][CH:2]([C:4]1[C:5]([O:23][CH3:24])=[C:6]([C:12]2[N:17]=[C:16]([C:18]([N:20]([CH3:22])[CH3:21])=[O:19])[CH:15]=[CH:14][CH:13]=2)[C:7]([CH3:11])=[C:8]([Cl:10])[CH:9]=1)[CH3:3].Cl[C:26]1[N:34]=[CH:33][N:32]=[C:31]2[C:27]=1[N:28]=[CH:29][N:30]2[CH:35]1[CH2:40][CH2:39][CH2:38][CH2:37][O:36]1.COCCO.CCN(C(C)C)C(C)C>>[Cl:10][C:8]1[C:7]([CH3:11])=[C:6]([C:12]2[N:17]=[C:16]([C:18]([N:20]([CH3:21])[CH3:22])=[O:19])[CH:15]=[CH:14][CH:13]=2)[C:5]([O:23][CH3:24])=[C:4]([CH:2]([NH:1][C:26]2[N:34]=[CH:33][N:32]=[C:31]3[C:27]=2[N:28]=[CH:29][N:30]3[CH:35]2[CH2:40][CH2:39][CH2:38][CH2:37][O:36]2)[CH3:3])[CH:9]=1. Procedure: The 6-{3-[1-aminoethyl]-5-chloro-2-methoxy-6-methylphenyl}-N,N-dimethylpyridine-2-carboxamide (0.025 g, 0.072 mmol) was combined with 6-chloro-9-(tetrahydro-2H-pyran-2-yl)-9H-purine (0.022 g, 0.14 mmol, from Example 176, Step 4) in 2-methoxyethanol (1.0 mL, 13 mmol) and DIPEA (0.037 g, 0.29 mmol) in a sealed tube. The reaction was heated to 105° C. in an oil bath for 18 hours. Without workup, the reaction was carried into the next step.